From a dataset of the Open Reaction Database (ORD), a public repository of structured organic reaction records. describe an organic reaction: reactants, conditions, products, and yield Yields the product C(#CC)NC1=C(C(=C(C=C1[N+](=O)[O-])C(F)(F)F)Cl)[N+](=O)[O-] (N-propynyl-3-chloro-2,6-dinitro-4-trifluoromethylaniline). As a reaction SMILES: [CH2:1]([NH2:4])[C:2]#[CH:3].[Cl:5][C:6]1[C:11]([N+:12]([O-:14])=[O:13])=[C:10](Cl)[C:9]([N+:16]([O-:18])=[O:17])=[CH:8][C:7]=1[C:19]([F:22])([F:21])[F:20]>C1CCCCC1>[C:1]([NH:4][C:10]1[C:9]([N+:16]([O-:18])=[O:17])=[CH:8][C:7]([C:19]([F:20])([F:21])[F:22])=[C:6]([Cl:5])[C:11]=1[N+:12]([O-:14])=[O:13])#[C:2][CH3:3]. Procedure details: The compound was prepared by reacting propargylamine with 2,4-dichloro-3,5-dinitrobenzotrifluoride in cyclohexane to give the product melting at 86° - 87°C. Starting materials: C(C#C)N (propargylamine), ClC1=C(C=C(C(=C1[N+](=O)[O-])Cl)[N+](=O)[O-])C(F)(F)F (2,4-dichloro-3,5-dinitrobenzotrifluoride). Solvent: C1CCCCC1 (cyclohexane). The reactants are [Li+], COC(=O)CN(CCCN)C(=O)OC(C)(C)C, C1CCOC1, [OH-]. Yields the product CC(C)(C)OC(=O)N1CCCNC(=O)C1. RXN SMILES: [Li+:18].[NH2:1][CH2:2][CH2:3][CH2:4][N:5]([CH2:6][C:7](=[O:8])[O:9][CH3:10])[C:11](=[O:12])[O:13][C:14]([CH3:15])([CH3:16])[CH3:17].[O:20]1[CH2:21][CH2:22][CH2:23][CH2:24]1.[OH-:19]>>[NH:1]1[CH2:2][CH2:3][CH2:4][N:5]([C:11](=[O:12])[O:13][C:14]([CH3:15])([CH3:16])[CH3:17])[CH2:6][C:7]1=[O:8]. The reactants are ClCCl, COC(=N)N, O=C(Cl)COc1ccc(Cl)cc1Cl, [Na+], [OH-], O, O=S(=O)(O)O. Yields the product COC(=N)NC(=O)COc1ccc(Cl)cc1Cl. Reaction SMILES: [CH2:27]([Cl:28])[Cl:29].[CH3:6][O:7][C:8]([NH2:9])=[NH:10].[Cl:13][c:14]1[c:15]([O:16][CH2:17][C:18](=[O:19])[Cl:20])[cH:21][cH:22][c:23]([Cl:25])[cH:24]1.[Na+:12].[OH-:11].[OH2:26].[S:1]([OH:2])([OH:3])(=[O:4])=[O:5]>>[CH3:6][O:7][C:8](=[NH:9])[NH:10][C:18]([CH2:17][O:16][c:15]1[c:14]([Cl:13])[cH:24][c:23]([Cl:25])[cH:22][cH:21]1)=[O:19]. The reactants are CCOC(=O)c1ccc(Sc2ccc3c(c2)C(C)(C)CCC3(C)C)cc1, ClCCl, O, O=C(OO)c1cccc(Cl)c1. The product is CCOC(=O)c1ccc(S(=O)(=O)c2ccc3c(c2)C(C)(C)CCC3(C)C)cc1. As a reaction SMILES: [CH3:1][C:2]1([CH3:26])[c:3]2[cH:4][cH:5][c:6]([S:14][c:15]3[cH:16][cH:17][c:18]([C:19](=[O:20])[O:21][CH2:22][CH3:23])[cH:24][cH:25]3)[cH:7][c:8]2[C:9]([CH3:12])([CH3:13])[CH2:10][CH2:11]1.[Cl:27][CH2:28][Cl:29].[OH2:41].[OH:30][O:31][C:32]([c:33]1[cH:34][c:35]([Cl:36])[cH:37][cH:38][cH:39]1)=[O:40]>>[CH3:1][C:2]1([CH3:26])[c:3]2[cH:4][cH:5][c:6]([S:14]([c:15]3[cH:16][cH:17][c:18]([C:19](=[O:20])[O:21][CH2:22][CH3:23])[cH:24][cH:25]3)(=[O:30])=[O:41])[cH:7][c:8]2[C:9]([CH3:12])([CH3:13])[CH2:10][CH2:11]1.